From a dataset of the Open Reaction Database (ORD), a public repository of structured organic reaction records. describe an organic reaction: reactants, conditions, products, and yield Starting materials: S1N=C(C2=C1C=CC=C2)N2CCN(CC2)CCCCN2C(C1=CC=CC=C1C2=O)=O (2-[4-[4-(1,2-Benzisothiazol-3-yl)-1-piperazinyl]butyl]-1H-isoindole-1,3(2H)-dione), NN (hydrazine). Yields the product S1N=C(C2=C1C=CC=C2)N2CCN(CC2)CCCCN (4-(1,2-Benzisothiazol-3-yl)-1-piperazinebutanamine). Yield: 98.5%. Reaction SMILES: [S:1]1[C:5]2[CH:6]=[CH:7][CH:8]=[CH:9][C:4]=2[C:3]([N:10]2[CH2:15][CH2:14][N:13]([CH2:16][CH2:17][CH2:18][CH2:19][N:20]3C(=O)C4C(=CC=CC=4)C3=O)[CH2:12][CH2:11]2)=[N:2]1.NN>>[S:1]1[C:5]2[CH:6]=[CH:7][CH:8]=[CH:9][C:4]=2[C:3]([N:10]2[CH2:11][CH2:12][N:13]([CH2:16][CH2:17][CH2:18][CH2:19][NH2:20])[CH2:14][CH2:15]2)=[N:2]1. Procedure: The compound prepared in Example 1 (13.00 g, 28.2 mmol) was converted to the freebase by washing a methylene chloride solution of the compound with saturated aqueous sodium bicarbonate. After drying over Na2SO4, filtration, and evaporation in vacuo, the residue was dissolved in 400 mL of methanol. To this solution was added 4 mL of hydrazine (124 mmol) and the reaction was refluxed overnight. The resulting solution was evaporated in vacuo. The residue was redissolved in methylene chloride and wa... Starting materials: C(#C)C1=CC=CC=C1 (ethynylbenzene), BrC=1C=CC2=C(C=C(CCO2)C(=O)OC)C1 (methyl 7-bromo-2,3-dihydro-1-benzooxepine-4-carboxylate). The reagents and catalysts are Cl[Pd]([P](C1=CC=CC=C1)(C2=CC=CC=C2)C3=CC=CC=C3)([P](C4=CC=CC=C4)(C5=CC=CC=C5)C6=CC=CC=C6)Cl (dichlorobis(triphenylphosphine)palladium), [Cu](I)I (copper iodide). The solvent is C(C)N(CC)CC (triethylamine). Reaction conditions: temperature 80 celsius, time 17 hour. The product is C1(=CC=CC=C1)C#CC=1C=CC2=C(C=C(CCO2)C(=O)OC)C1 (methyl 7-phenylethynyl-2,3-dihydro-1-benzooxepine-4-carboxylate). Yield: 69.2%. RXN SMILES: [C:1]([C:3]1[CH:8]=[CH:7][CH:6]=[CH:5][CH:4]=1)#[CH:2].Br[C:10]1[CH:11]=[CH:12][C:13]2[O:19][CH2:18][CH2:17][C:16]([C:20]([O:22][CH3:23])=[O:21])=[CH:15][C:14]=2[CH:24]=1>Cl[Pd](Cl)([P](C1C=CC=CC=1)(C1C=CC=CC=1)C1C=CC=CC=1)[P](C1C=CC=CC=1)(C1C=CC=CC=1)C1C=CC=CC=1.[Cu](I)I.C(N(CC)CC)C>[C:3]1([C:1]#[C:2][C:10]2[CH:11]=[CH:12][C:13]3[O:19][CH2:18][CH2:17][C:16]([C:20]([O:22][CH3:23])=[O:21])=[CH:15][C:14]=3[CH:24]=2)[CH:8]=[CH:7][CH:6]=[CH:5][CH:4]=1 |^1:27,46|. Procedure: A mixture of ethynylbenzene (511 mg, 5.00 mmol), methyl 7-bromo-2,3-dihydro-1-benzooxepine-4-carboxylate (708 mg, 2.50 mmol), dichlorobis(triphenylphosphine)palladium (176 mg, 0.25 mmol), copper iodide (48 mg, 0.25 mmol) and triethylamine (15 ml) was stirred at 80° C. for 17 hours. The reaction mixture was concentrated under reduced pressure and was mixed with ethyl acetate (70 ml), and the resulting mixture was washed successively with 1 N hydrochloric acid (5 ml×3) and an aqueous saturated sol...